Dataset: the Open Reaction Database (ORD), a public repository of structured organic reaction records. Task: describe an organic reaction: reactants, conditions, products, and yield The reactants are O=C(c1ncc[nH]1)c1ncc[nH]1, O=C([O-])O, Cn1nnc(-c2cccc(N)c2)n1, ClCCl, [Na+], c1ccc(C(CCNCCN2CCOCC2)c2ccccc2)cc1. Yields the product Cn1nnc(-c2cccc(NC(=O)N(CCC(c3ccccc3)c3ccccc3)CCN3CCOCC3)c2)n1. As a reaction SMILES: [C:1](=[O:2])([c:3]1[nH:4][cH:5][cH:6][n:7]1)[c:8]1[nH:9][cH:10][cH:11][n:12]1.[C:50](=[O:51])([OH:52])[O-:53].[CH3:13][n:14]1[n:15][c:16](-[c:19]2[cH:20][c:21]([NH2:25])[cH:22][cH:23][cH:24]2)[n:17][n:18]1.[Cl:55][CH2:56][Cl:57].[Na+:54].[c:26]1([CH:32]([CH2:33][CH2:34][NH:35][CH2:36][CH2:37][N:38]2[CH2:39][CH2:40][O:41][CH2:42][CH2:43]2)[c:44]2[cH:45][cH:46][cH:47][cH:48][cH:49]2)[cH:27][cH:28][cH:29][cH:30][cH:31]1>>[C:1](=[O:2])([NH:25][c:21]1[cH:20][c:19](-[c:16]2[n:15][n:14]([CH3:13])[n:18][n:17]2)[cH:24][cH:23][cH:22]1)[N:35]([CH2:34][CH2:33][CH:32]([c:26]1[cH:27][cH:28][cH:29][cH:30][cH:31]1)[c:44]1[cH:45][cH:46][cH:47][cH:48][cH:49]1)[CH2:36][CH2:37][N:38]1[CH2:39][CH2:40][O:41][CH2:42][CH2:43]1.